Dataset: the Open Reaction Database (ORD), a public repository of structured organic reaction records. Task: describe an organic reaction: reactants, conditions, products, and yield Starting materials: C(=O)(N1C=NC=C1)N1C=NC=C1 (1,1'-carbonyldiimidazole), CC1=CC(=NO1)C(=O)O (5-methyl-3-isoxazolecarboxylic acid), Cl.C(C)OC([C@@H](N)C)=O (alanine ethyl ester hydrochloride). Run in O1CCCC1 (tetrahydrofuran). Conditions: time 2 hour. Product: C(C)OC([C@@H](NC(=O)C1=NOC(=C1)C)C)=O (N-(5-methyl-3-isoxazolylcarbonyl)alanine ethyl ester). RXN SMILES: C(N1C=CN=C1)(N1C=CN=C1)=O.[CH3:13][C:14]1[O:18][N:17]=[C:16]([C:19]([OH:21])=O)[CH:15]=1.Cl.[CH2:23]([O:25][C:26](=[O:30])[C@H:27]([CH3:29])[NH2:28])[CH3:24]>O1CCCC1>[CH2:23]([O:25][C:26](=[O:30])[C@H:27]([CH3:29])[NH:28][C:19]([C:16]1[CH:15]=[C:14]([CH3:13])[O:18][N:17]=1)=[O:21])[CH3:24] |f:2.3|. Procedure details: 8.2 g of 1,1'-carbonyldiimidazole (CDI) was added to a mixture of 6.35 g of 1B and 75 ml of dry tetrahydrofuran (THF) and the mixture was stirred for 2 hours at room temperature. Then 7.5 g of alanine ethyl ester hydrochloride was added, the mixture was stirred overnight, filtered, and the filtrate was stripped of solvent. The residue was dissolved in 100 ml of a 9:1 v:v mixture of methylene chloride and ethyl acetate, the solution was filtered through silica gel, the gel was washed with 900 ml ... The reactants are Cc1ccccc1, O=C(Cl)Cl, C1COCCO1, Cc1ccc(OCC(O)CNC(C)C)cn1, Cc1cccc(C)n1. Yields the product Cc1ccc(OCC2CN(C(C)C)C(=O)O2)cn1. Reaction SMILES: [CH3:21][c:22]1[cH:23][cH:24][cH:25][cH:26][cH:27]1.[Cl:1][C:2]([Cl:3])=[O:4].[O:28]1[CH2:29][CH2:30][O:31][CH2:32][CH2:33]1.[OH:5][CH:6]([CH2:7][O:8][c:9]1[cH:10][n:11][c:12]([CH3:15])[cH:13][cH:14]1)[CH2:16][NH:17][CH:18]([CH3:19])[CH3:20].[n:34]1[c:35]([CH3:36])[cH:37][cH:38][cH:39][c:40]1[CH3:41]>>[C:2]1(=[O:4])[O:5][CH:6]([CH2:7][O:8][c:9]2[cH:10][n:11][c:12]([CH3:15])[cH:13][cH:14]2)[CH2:16][N:17]1[CH:18]([CH3:19])[CH3:20]. Starting materials: C=1(C(=CC=CC1)N)N (1,2-benzenediamine), polyphosphoric acid, Cl.C1(=CC=CC=C1)CN1CCC(CC1)CC(=O)O (1-(phenylmethyl)-4-piperidineacetic acid hydrochloride), [OH-].[K+] (potassium hydroxide). The solvent is O (water). Reaction conditions: time 50 minute. The product is 17, C1(=CC=CC=C1)CN1CCC(CC1)CC1=NC2=C(N1)C=CC=C2 (2-[[1-(phenylmethyl)-4-piperidinyl]-methyl]-1H-benzimidazole). RXN SMILES: Cl.[C:2]1([CH2:8][N:9]2[CH2:14][CH2:13][CH:12]([CH2:15][C:16](O)=O)[CH2:11][CH2:10]2)[CH:7]=[CH:6][CH:5]=[CH:4][CH:3]=1.[C:19]1([NH2:26])[C:20]([NH2:25])=[CH:21][CH:22]=[CH:23][CH:24]=1.[OH-].[K+]>O>[C:2]1([CH2:8][N:9]2[CH2:14][CH2:13][CH:12]([CH2:15][C:16]3[NH:26][C:19]4[CH:24]=[CH:23][CH:22]=[CH:21][C:20]=4[N:25]=3)[CH2:11][CH2:10]2)[CH:7]=[CH:6][CH:5]=[CH:4][CH:3]=1 |f:0.1,3.4|. Reported procedure: To 73 parts of hot (70° C.) polyphosphoric acid were added 27 parts of 1-(phenylmethyl)-4-piperidineacetic acid hydrochloride: temperature rose to 100° C. When the addition was complete, there were added portionwise 14 parts of 1,2-benzenediamine and stirring and heating was continued for 50 minutes at 170° C. The hot reaction mixture was poured into 300 parts of warm water. The acid solution was alkalized with a potassium hydroxide solution. The precipitated free base was filtered off, washed w... Reactants: FC(C(F)F)(F)N(C)C (1,1,2,2-tetrafluoroethyldimethylamine), N1=CC=CC=C1 (pyridine), C(=CC)OCC (ethyl prop-1-enyl ether), [OH-].[Na+] (sodium hydroxide), CNN (methylhydrazine), B(F)(F)F (BF3), B(F)(F)F (BF3). Solvent: C(C)OCC (diethyl ether), O1CCOCC1 (dioxane), O1CCOCC1 (dioxane), O (water), O (water). Conditions: time 5 minute. Product: FC(C1=NN(C=C1C)C)F (3-Difluoromethyl-1,4-dimethylpyrazole). Isolated yield 25.0%. RXN SMILES: F[C:2]([N:7](C)C)(F)[CH:3]([F:5])[F:4].B(F)(F)F.[N:14]1[CH:19]=C[CH:17]=[CH:16][CH:15]=1.C(OCC)=CC.[OH-].[Na+].CNN>C(OCC)C.O1CCOCC1.O>[F:5][CH:3]([F:4])[C:2]1[C:16]([CH3:17])=[CH:15][N:14]([CH3:19])[N:7]=1 |f:4.5|. Procedure details: To a solution of 1,1,2,2-tetrafluoroethyldimethylamine (3.2 g, 22 mmol) in diethyl ether (10 ml) and dioxane (10 ml) was added dropwise, under a nitrogen atmosphere, at a temperature of from 0 to 5° C., a solution of BF3-etherate (49% BF3, 5.6 ml, 44 mmol). After the addition had ended, the reaction mixture was stirred for 5 min. Subsequently, pyridine (1.7 g, 22 mmol) and a solution of ethyl prop-1-enyl ether (1.7 g, 20 mmol) in dioxane (2 ml) were added dropwise successively to the reaction mi... Starting materials: OCC1=CN=C(N1CC1=CC=C(C=C1)[N+](=O)[O-])OC (5-hydroxymethyl-2-methoxy-1-(4-nitrobenzyl)imidazole), C(=O)(O)C1=C(C(=O)NC2=CC=C(CN3C(=NC=C3CO)OC)C=C2)C=CC=C1 (1-[4-(2-carboxybenzamido)benzyl]-5-hydroxymethyl-2-methoxyimidazole). Product: C(=O)(O)C1=C(C(=O)NC2=CC=C(CC=3N=C(NC3CO)OC)C=C2)C=CC=C1 (4-(2-Carboxybenzamido)benzyl-5-hydroxymethyl-2-methoxyimidazole). Reaction SMILES: [OH:1][CH2:2][C:3]1[N:7](CC2C=CC([N+]([O-])=O)=CC=2)[C:6]([O:18][CH3:19])=[N:5][CH:4]=1.[C:20]([C:23]1[CH:47]=[CH:46][CH:45]=[CH:44][C:24]=1[C:25]([NH:27][C:28]1[CH:43]=[CH:42][C:31]([CH2:32]N2C(CO)=CN=C2OC)=[CH:30][CH:29]=1)=[O:26])([OH:22])=[O:21]>>[C:20]([C:23]1[CH:47]=[CH:46][CH:45]=[CH:44][C:24]=1[C:25]([NH:27][C:28]1[CH:29]=[CH:30][C:31]([CH2:32][C:4]2[N:5]=[C:6]([O:18][CH3:19])[NH:7][C:3]=2[CH2:2][OH:1])=[CH:42][CH:43]=1)=[O:26])([OH:22])=[O:21]. Procedure: By repeating Example 72, Parts C and D, but substituting 5-hydroxymethyl-2-methoxy-1-(4-nitrobenzyl)imidazole as starting material in Part C, the compound 1-[4-(2-carboxybenzamido)benzyl]-5-hydroxymethyl-2-methoxyimidazole can be prepared. Procedure details: [1-(5-Trichloromethyl-[1,2,4]oxadiazol-3-yl)-piperidin-4-ylmethyl]-carbamic acid tert-butyl ester (500 mg, 1.25 mmol) and 30% aqueous trifluoro-acetic acid (5 ml) were stirred for 24 hours at room temperature. The mixture was evaporated and lyophilised. The product contains excess of trifluoro-acetic acid. The product is C(C)(C)(C)OC(NCC1CCN(CC1)C#N)=O ((1-Cyano-piperidin-4-ylmethyl)-carbamic acid tert-butyl ester). Reaction SMILES: [C:1]([O:5][C:6](=[O:24])[NH:7][CH2:8][CH:9]1[CH2:14][CH2:13][N:12]([C:15]2N=C(C(Cl)(Cl)Cl)O[N:16]=2)[CH2:11][CH2:10]1)([CH3:4])([CH3:3])[CH3:2].FC(F)(F)C(O)=O>>[C:1]([O:5][C:6](=[O:24])[NH:7][CH2:8][CH:9]1[CH2:14][CH2:13][N:12]([C:15]#[N:16])[CH2:11][CH2:10]1)([CH3:4])([CH3:2])[CH3:3]. The reactants are C(C)(C)(C)OC(NCC1CCN(CC1)C1=NOC(=N1)C(Cl)(Cl)Cl)=O ([1-(5-Trichloromethyl-[1,2,4]oxadiazol-3-yl)-piperidin-4-ylmethyl]-carbamic acid tert-butyl ester), FC(C(=O)O)(F)F (trifluoro-acetic acid). Reaction conditions: temperature 80 celsius, time 22.1 minute. Procedure: To a flame dried round-bottomed flask, [Rh(COD)Cl]2 (1.7 mg, 0.0035 mmol), (S)—(R)-PPF-PtBu, (3.8 mg, 0.0069 mmol) and 1 (100 mg, 0.694 mmol) were added followed by addition of THF (2.5 mL) and 4-methoxyphenol (431 mg, 3.47 mmol). The mixture was heated at 80° C. for 6 hours, then poured into diethyl ether and extracted 3 times with 10% aqueous sodium hydroxide solution. The aqueous extracts were combined and back-extracted three times with diethyl ether. The combined ether extracts were washed ... Starting materials: [Rh(COD)Cl]2, (S)—(R)-PPF-PtBu, 1, C1CCOC1 (THF), COC1=CC=C(C=C1)O (4-methoxyphenol), C(C)OCC (diethyl ether). RXN SMILES: [CH2:1]1[CH2:5][O:4][CH2:3][CH2:2]1.[CH3:6][O:7][C:8]1[CH:13]=[CH:12][C:11]([OH:14])=[CH:10][CH:9]=1.C(O[CH2:18][CH3:19])C>>[CH3:6][O:7][C:8]1[CH:13]=[CH:12][C:11]([O:14][C@H:19]2[CH:18]=[CH:5][C:1]3[C:2](=[CH:5][CH:1]=[CH:2][CH:3]=3)[C@@H:3]2[OH:4])=[CH:10][CH:9]=1. Yields the product COC1=CC=C(O[C@@H]2[C@H](C3=CC=CC=C3C=C2)O)C=C1 ((1S,2S)-2-(4-Methoxyphenoxy)-1,2,-dihydro-naphthalen-1-ol). Run in CO (MeOH), CO (MeOH), CC(=O)O (HOAc), CC(=O)O (HOAc). The reagents and catalysts are [Pd] (Pd/C), [Pd] (Pd/C). The reactants are [H][H] (hydrogen), CS(=O)(=O)C=1C(=CC(=C(C(=O)OC)C1)C)OC1=CC(=C(C=C1)[N+](=O)[O-])S(F)(F)(F)(F)F (methyl 5-methanesulfonyl-4-(4-nitro-3-pentafluorosulfanylphenoxy)-2-methyl-benzoate), [H][H] (hydrogen). As a reaction SMILES: [CH3:1][S:2]([C:5]1[C:6]([O:16][C:17]2[CH:22]=[CH:21][C:20]([N+:23]([O-])=O)=[C:19]([S:26]([F:31])([F:30])([F:29])([F:28])[F:27])[CH:18]=2)=[CH:7][C:8]([CH3:15])=[C:9]([CH:14]=1)[C:10]([O:12][CH3:13])=[O:11])(=[O:4])=[O:3].[H][H]>CC(O)=O.CO.[Pd]>[NH2:23][C:20]1[CH:21]=[CH:22][C:17]([O:16][C:6]2[C:5]([S:2]([CH3:1])(=[O:3])=[O:4])=[CH:14][C:9]([C:10]([O:12][CH3:13])=[O:11])=[C:8]([CH3:15])[CH:7]=2)=[CH:18][C:19]=1[S:26]([F:30])([F:31])([F:27])([F:28])[F:29]. Yield: 95.3%. Yields the product NC1=C(C=C(OC2=CC(=C(C(=O)OC)C=C2S(=O)(=O)C)C)C=C1)S(F)(F)(F)(F)F (Methyl 4-(4-amino-3-pentafluorosulfanylphenoxy)-5-methanesulfonyl-2-methyl-benzoate). Procedure: 3.80 g of methyl 5-methanesulfonyl-4-(4-nitro-3-pentafluorosulfanylphenoxy)-2-methyl-benzoate were dissolved in 30 ml of HOAc and 30 ml of MeOH, 200 mg of Pd/C (10%) were added, and hydrogenation was carried out under a pressure of 6 bar of hydrogen for 24 h. Since reaction was still incomplete, a further 300 mg of Pd/C (10%), 30 ml of HOAc and 30 ml of MeOH was added, and hydrogenation was continued under a pressure of 6 bar of hydrogen for 24 h. The catalyst was then filtered off and the solve... The reactants are [Br-], N#Cc1ccc(C2CCC(C=O)CC2)cc1, CCCCCC1CCC(c2ccc(-c3ccc(C[P+](c4ccccc4)(c4ccccc4)c4ccccc4)cc3)cc2)CC1, COC(C)(C)C. Product: CCCCCC1CCC(c2ccc(-c3ccc(C)cc3)cc2)CC1. As a reaction SMILES: [Br-:1].[C:45]([c:46]1[cH:47][cH:48][c:49]([CH:50]2[CH2:51][CH2:52][CH:53]([CH:54]=[O:55])[CH2:56][CH2:57]2)[cH:58][cH:59]1)#[N:60].[CH2:2]([CH2:3][CH2:4][CH2:5][CH3:6])[CH:7]1[CH2:8][CH2:9][CH:10]([c:13]2[cH:14][cH:15][c:16](-[c:19]3[cH:20][cH:21][c:22]([CH2:25][P+:26]([c:27]4[cH:28][cH:29][cH:30][cH:31][cH:32]4)([c:33]4[cH:34][cH:35][cH:36][cH:37][cH:38]4)[c:39]4[cH:40][cH:41][cH:42][cH:43][cH:44]4)[cH:23][cH:24]3)[cH:17][cH:18]2)[CH2:11][CH2:12]1.[CH3:61][O:62][C:63]([CH3:64])([CH3:65])[CH3:66]>>[CH2:2]([CH2:3][CH2:4][CH2:5][CH3:6])[CH:7]1[CH2:8][CH2:9][CH:10]([c:13]2[cH:14][cH:15][c:16](-[c:19]3[cH:20][cH:21][c:22]([CH3:25])[cH:23][cH:24]3)[cH:17][cH:18]2)[CH2:11][CH2:12]1. Reactants: O1CCN(CC1)C1=CC=C2C(=C1)NCC21CCOCC1 (6-morpholino-2′,3′,5′,6′-tetrahydrospiro-[indoline-3,4′-pyran]), O1CCOCC1 (1,4-dioxane), ClC1=C(C(=NC2=CC(=CC=C12)F)C1=C(C=CC=C1)S(=O)(=O)C)C (4-chloro-7-fluoro-3-methyl-2-(2-(methylsulfonyl)phenyl)quinoline), Cl (hydrochloric acid). Solvent: CN1CCCC1=O (NMP). Yields the product FC1=CC=C2C(=C(C(=NC2=C1)C1=C(C=CC=C1)S(=O)(=O)C)C)N1CC2(CCOCC2)C2=CC=C(C=C12)N1CCOCC1 (1-(7-Fluoro-3-methyl-2-(2-(methylsulfonyl)phenyl)-4-quinolinyl)-6-(4-morpholinyl)-1,2,2′,3′,5′,6′-hexahydrospiro[indole-3,4′-pyran]). Reaction SMILES: [O:1]1[CH2:6][CH2:5][N:4]([C:7]2[CH:12]=[C:11]3[NH:13][CH2:14][C:15]4([CH2:20][CH2:19][O:18][CH2:17][CH2:16]4)[C:10]3=[CH:9][CH:8]=2)[CH2:3][CH2:2]1.Cl[C:22]1[C:31]2[C:26](=[CH:27][C:28]([F:32])=[CH:29][CH:30]=2)[N:25]=[C:24]([C:33]2[CH:38]=[CH:37][CH:36]=[CH:35][C:34]=2[S:39]([CH3:42])(=[O:41])=[O:40])[C:23]=1[CH3:43].Cl.O1CCOCC1>CN1C(=O)CCC1>[F:32][C:28]1[CH:27]=[C:26]2[C:31]([C:22]([N:13]3[C:11]4[C:10](=[CH:9][CH:8]=[C:7]([N:4]5[CH2:3][CH2:2][O:1][CH2:6][CH2:5]5)[CH:12]=4)[C:15]4([CH2:20][CH2:19][O:18][CH2:17][CH2:16]4)[CH2:14]3)=[C:23]([CH3:43])[C:24]([C:33]3[CH:38]=[CH:37][CH:36]=[CH:35][C:34]=3[S:39]([CH3:42])(=[O:40])=[O:41])=[N:25]2)=[CH:30][CH:29]=1. Reported procedure: Prepared according to procedure L using 6-morpholino-2′,3′,5′,6′-tetrahydrospiro-[indoline-3,4′-pyran] (76 mg, 0.28 mmol) (described herein), 4-chloro-7-fluoro-3-methyl-2-(2-(methylsulfonyl)phenyl)quinoline (97 mg, 0.28 mmol) (described herein), 4.0 M hydrochloric acid in 1,4-dioxane (0.07 mL, 0.28 mmol), and NMP (0.476 mL). After purification 1-(7-fluoro-3-methyl-2-(2-(methylsulfonyl)phenyl)-4-quinolinyl)-6-(4-morpholinyl)-1,2,2′,3′,5′,6′-hexahydrospiro[indole-3,4′-pyran] was obtained as an ora...